describe an organic reaction: reactants, conditions, products, and yield From a dataset of the Open Reaction Database (ORD), a public repository of structured organic reaction records. The reactants are ClCCl, CCN(C(C)C)C(C)C, CC1=C(C(=O)O)C(c2cc(F)cc(F)c2)NC(=O)N1, Nc1ccc2[nH]nc(-c3ccc(F)cc3)c2c1. Yields the product CC1=C(C(=O)Nc2ccc3[nH]nc(-c4ccc(F)cc4)c3c2)C(c2cc(F)cc(F)c2)NC(=O)N1. RXN SMILES: [CH2:46]([Cl:47])[Cl:48].[CH:37]([N:38]([CH:39]([CH3:40])[CH3:41])[CH2:42][CH3:43])([CH3:44])[CH3:45].[F:1][c:2]1[cH:3][c:4]([CH:9]2[NH:10][C:11](=[O:19])[NH:12][C:13]([CH3:18])=[C:14]2[C:15](=[O:16])[OH:17])[cH:5][c:6]([F:8])[cH:7]1.[F:20][c:21]1[cH:22][cH:23][c:24](-[c:27]2[n:28][nH:29][c:30]3[cH:31][cH:32][c:33]([NH2:36])[cH:34][c:35]23)[cH:25][cH:26]1>>[F:1][c:2]1[cH:3][c:4]([CH:9]2[NH:10][C:11](=[O:19])[NH:12][C:13]([CH3:18])=[C:14]2[C:15](=[O:17])[NH:36][c:33]2[cH:32][cH:31][c:30]3[nH:29][n:28][c:27](-[c:24]4[cH:23][cH:22][c:21]([F:20])[cH:26][cH:25]4)[c:35]3[cH:34]2)[cH:5][c:6]([F:8])[cH:7]1. Reactants: CC(C)(C)CC1NC(C(=O)Nc2ccn(CC3COC(C)(C)O3)n2)C(c2cccc(Cl)c2)C1(C#N)c1ccc(Cl)cc1, CO, Cc1ccc(S(=O)(=O)O)cc1, c1cc[nH+]cc1. Yields the product CC(C)(C)CC1NC(C(=O)Nc2ccn(CC(O)CO)n2)C(c2cccc(Cl)c2)C1(C#N)c1ccc(Cl)cc1. As a reaction SMILES: [CH3:1][C:2]1([CH3:42])[O:3][CH2:4][CH:5]([CH2:7][n:8]2[n:9][c:10]([NH:13][C:14](=[O:15])[CH:16]3[NH:17][CH:18]([CH2:37][C:38]([CH3:39])([CH3:40])[CH3:41])[C:19]([C:28]#[N:29])([c:30]4[cH:31][cH:32][c:33]([Cl:36])[cH:34][cH:35]4)[CH:20]3[c:21]3[cH:22][c:23]([Cl:27])[cH:24][cH:25][cH:26]3)[cH:11][cH:12]2)[O:6]1.[CH3:60][OH:61].[c:43]1([CH3:44])[cH:45][cH:46][c:47]([S:48]([OH:49])(=[O:50])=[O:51])[cH:52][cH:53]1.[nH+:54]1[cH:55][cH:56][cH:57][cH:58][cH:59]1>>[OH:3][CH2:4][CH:5]([OH:6])[CH2:7][n:8]1[n:9][c:10]([NH:13][C:14](=[O:15])[CH:16]2[NH:17][CH:18]([CH2:37][C:38]([CH3:39])([CH3:40])[CH3:41])[C:19]([C:28]#[N:29])([c:30]3[cH:31][cH:32][c:33]([Cl:36])[cH:34][cH:35]3)[CH:20]2[c:21]2[cH:22][c:23]([Cl:27])[cH:24][cH:25][cH:26]2)[cH:11][cH:12]1. The reactants are CS(=O)(=O)O, OCCCCCCN1CCN(c2nc(N3CCCC3)nc(N3CCCC3)n2)CC1. Yields the product CS(=O)(=O)O, OCCCCCCN1CCN(c2nc(N3CCCC3)nc(N3CCCC3)n2)CC1. Reaction SMILES: [CH3:30][S:31]([OH:32])(=[O:33])=[O:34].[N:1]1([c:6]2[n:7][c:8]([N:17]3[CH2:18][CH2:19][N:20]([CH2:23][CH2:24][CH2:25][CH2:26][CH2:27][CH2:28][OH:29])[CH2:21][CH2:22]3)[n:9][c:10]([N:12]3[CH2:13][CH2:14][CH2:15][CH2:16]3)[n:11]2)[CH2:2][CH2:3][CH2:4][CH2:5]1>>[CH3:30][S:31](=[O:32])(=[O:33])[OH:34].[N:1]1([c:6]2[n:7][c:8]([N:17]3[CH2:18][CH2:19][N:20]([CH2:23][CH2:24][CH2:25][CH2:26][CH2:27][CH2:28][OH:29])[CH2:21][CH2:22]3)[n:9][c:10]([N:12]3[CH2:13][CH2:14][CH2:15][CH2:16]3)[n:11]2)[CH2:2][CH2:3][CH2:4][CH2:5]1. The reactants are COc1ccc(C=C2C3=C(CCCC3)CCN2C(C)=O)cc1, ClCCl, CO, CCOCC, O. Yields the product COc1ccc(CC2C3=C(CCCC3)CCN2C(C)=O)cc1. Reaction SMILES: [C:2]([CH3:3])(=[O:4])[N:5]1[C:6](=[CH:15][c:16]2[cH:17][cH:18][c:19]([O:22][CH3:23])[cH:20][cH:21]2)[C:7]2=[C:12]([CH2:11][CH2:10][CH2:9][CH2:8]2)[CH2:13][CH2:14]1.[CH2:26]([Cl:27])[Cl:28].[CH3:24][OH:25].[CH3:29][CH2:30][O:31][CH2:32][CH3:33].[O:1]>>[C:2]([CH3:3])(=[O:4])[N:5]1[CH:6]([CH2:15][c:16]2[cH:17][cH:18][c:19]([O:22][CH3:23])[cH:20][cH:21]2)[C:7]2=[C:12]([CH2:11][CH2:10][CH2:9][CH2:8]2)[CH2:13][CH2:14]1. Starting materials: [N+](=O)([O-])C1=CC=CC=2C(C3=CC=C(C=C3C(C12)=O)[N+](=O)[O-])=O (1,7-dinitro-anthraquinone), COC=1C(=CC=CC1)N (o-anisidine). Run in COCCO (ethylene glycol monomethyl ether). Product: COC=1C(=CC=CC1)NC1=CC=CC=2C(C3=CC=C(C=C3C(C12)=O)[N+](=O)[O-])=O (1-o-anisidino-7-nitro-anthraquinone). Reaction SMILES: [N+]([C:4]1[C:17]2[C:16](=[O:18])[C:15]3[C:10](=[CH:11][CH:12]=[C:13]([N+:19]([O-:21])=[O:20])[CH:14]=3)[C:9](=[O:22])[C:8]=2[CH:7]=[CH:6][CH:5]=1)([O-])=O.[CH3:23][O:24][C:25]1[C:26]([NH2:31])=[CH:27][CH:28]=[CH:29][CH:30]=1>COCCO>[CH3:23][O:24][C:25]1[C:26]([NH:31][C:4]2[C:17]3[C:16](=[O:18])[C:15]4[C:10](=[CH:11][CH:12]=[C:13]([N+:19]([O-:21])=[O:20])[CH:14]=4)[C:9](=[O:22])[C:8]=3[CH:7]=[CH:6][CH:5]=2)=[CH:27][CH:28]=[CH:29][CH:30]=1. Procedure: 50 g of 1,7-dinitro-anthraquinone and 150 ml of o-anisidine are stirred for 9 hours at 120° - 125° C and then diluted with 150 ml of ethylene glycol monomethyl ether, the mixture is stirred until cold and stirred for several hours longer in an ice bath, and the product is filtered off and successively washed with a little ethylene glycol monomethyl ether, methanol and water. 40.4 g of 1-o-anisidino-7-nitro-anthraquinone are obtained.